Task: describe an organic reaction: reactants, conditions, products, and yield. Dataset: the Open Reaction Database (ORD), a public repository of structured organic reaction records The reactants are ClCCl, CC(C)(C)OC(=O)c1ccc(-c2ccccc2)cc1NC(=O)c1cc(-c2ncccn2)ccc1O, O=C(O)C(F)(F)F. Product: O=C(Nc1cc(-c2ccccc2)ccc1C(=O)O)c1cc(-c2ncccn2)ccc1O. As a reaction SMILES: [CH2:36]([Cl:37])[Cl:38].[OH:1][c:2]1[c:3]([C:4](=[O:5])[NH:6][c:7]2[c:8]([C:9](=[O:10])[O:11][C:12]([CH3:13])([CH3:14])[CH3:15])[cH:16][cH:17][c:18](-[c:20]3[cH:21][cH:22][cH:23][cH:24][cH:25]3)[cH:19]2)[cH:26][c:27](-[c:30]2[n:31][cH:32][cH:33][cH:34][n:35]2)[cH:28][cH:29]1.[OH:39][C:40]([C:41]([F:42])([F:43])[F:44])=[O:45]>>[OH:1][c:2]1[c:3]([C:4](=[O:5])[NH:6][c:7]2[c:8]([C:9](=[O:10])[OH:11])[cH:16][cH:17][c:18](-[c:20]3[cH:21][cH:22][cH:23][cH:24][cH:25]3)[cH:19]2)[cH:26][c:27](-[c:30]2[n:31][cH:32][cH:33][cH:34][n:35]2)[cH:28][cH:29]1. Starting materials: C(C1=CC=CC=C1)OC1=CC(=CC=2NC(=NC21)C(F)(F)F)Br (4-benzyloxy-6-bromo-2-trifluoromethyl-1H-benzimidazole), C([O-])([O-])=O.[K+].[K+] (potassium carbonate), CI (Methyl iodide). The solvent is CC(=O)C (acetone). Reaction conditions: time 2 hour. Product: C(C1=CC=CC=C1)OC1=CC(=CC=2N(C(=NC21)C(F)(F)F)C)Br (4-Benzyloxy-6-bromo-1-methyl-2-trifluoromethyl-1H-benzimidazole). Isolated yield 31.8%. As a reaction SMILES: [CH2:1]([O:8][C:9]1[C:17]2[N:16]=[C:15]([C:18]([F:21])([F:20])[F:19])[NH:14][C:13]=2[CH:12]=[C:11]([Br:22])[CH:10]=1)[C:2]1[CH:7]=[CH:6][CH:5]=[CH:4][CH:3]=1.[C:23](=O)([O-])[O-].[K+].[K+].CI>CC(C)=O>[CH2:1]([O:8][C:9]1[C:17]2[N:16]=[C:15]([C:18]([F:21])([F:19])[F:20])[N:14]([CH3:23])[C:13]=2[CH:12]=[C:11]([Br:22])[CH:10]=1)[C:2]1[CH:3]=[CH:4][CH:5]=[CH:6][CH:7]=1 |f:1.2.3|. Reported procedure: A solution of 40 g (107.8 mmol) 4-benzyloxy-6-bromo-2-trifluoromethyl-1H-benzimidazole in acetone (600 ml) was treated with 44.7 g (323.4 mmol) potassium carbonate and the reaction was refluxed for 1 h. 13.4 ml Methyl iodide were added and the mixture was stirred for 2 h. After cooling to room temperature, the precipitate was filtered off and the filtrate was concentrated in vacuo. Purification of the residue by column chromatography on silica gel (petroleum ether/ethyl acetate=15:1) afforded 13... Reactants: ClC1=C(C=NC2=CC=CC=C12)[N+](=O)[O-] (4-chloro-3-nitroquinoline), NCC1(CCCCC1)O (1-(aminomethyl)cyclohexanol), CC(C([O-])([O-])[O-])(C)C (trimethylorthoacetate), ClC1=C(C=NC2=NC=CC=C12)[N+](=O)[O-] (4-chloro-3-nitronaphthyridine), NCC1(CCC1)O (1-(aminomethyl)cyclobutanol), COC(CCC)(OC)OC (trimethylorthobutyrate). Run at temperature 90 celsius. Yields the product NC1=NC=2C=CC=CC2C2=C1N=C(N2CC2(CCC2)O)C (1-[(4-Amino-2-methyl-1H-imidazo[4,5-c]quinolin-1-yl)methyl]cyclobutanol). RXN SMILES: Cl[C:2]1[C:11]2[C:6](=[CH:7][CH:8]=[CH:9][CH:10]=2)[N:5]=[CH:4][C:3]=1[N+:12]([O-])=O.Cl[C:16]1C2C(=NC=CC=2)N=C[C:17]=1[N+]([O-])=O.[NH2:29][CH2:30][C:31]1([OH:35])[CH2:34][CH2:33][CH2:32]1.[NH2:36]CC1(O)CCCCC1.CC(C)(C)C([O-])([O-])[O-].COC(OC)(OC)CCC>>[NH2:36][C:4]1[C:3]2[N:12]=[C:16]([CH3:17])[N:29]([CH2:30][C:31]3([OH:35])[CH2:34][CH2:33][CH2:32]3)[C:2]=2[C:11]2[CH:10]=[CH:9][CH:8]=[CH:7][C:6]=2[N:5]=1. Procedure: 1-[(4-Amino-2-methyl-1H-imidazo[4,5-c]quinolin-1-yl)methyl]cyclobutanol was prepared according to the general methods of Example 57 using 4-chloro-3-nitroquinoline in lieu of 4-chloro-3-nitronaphthyridine and 1-(aminomethyl)cyclobutanol in lieu of 1-(aminomethyl)cyclohexanol in Part A and trimethylorthoacetate in lieu of trimethylorthobutyrate in Part C. The crude product was triturated sequentially with ethyl acetate, hot chloroform, and acetonitrile, purified by HPFC eluting with a gradient of... Reactants: C(C1=CC=CC=C1)Br (benzyl bromide), CC1=C(C=CC(=C1)C)C=1C=CC(NN1)=S (6-(2,4-Dimethylphenyl)pyridazine-3(2H)-thione). Product: C(C1=CC=CC=C1)SC=1N=NC(=CC1)C1=C(C=C(C=C1)C)C (3-(Benzylthio)-6-(2,4-dimethylphenyl)pyridazine). Reaction SMILES: [CH2:1](Br)[C:2]1[CH:7]=[CH:6][CH:5]=[CH:4][CH:3]=1.[CH3:9][C:10]1[CH:15]=[C:14]([CH3:16])[CH:13]=[CH:12][C:11]=1[C:17]1[CH:18]=[CH:19][C:20](=[S:23])[NH:21][N:22]=1>>[CH2:1]([S:23][C:20]1[N:21]=[N:22][C:17]([C:11]2[CH:12]=[CH:13][C:14]([CH3:16])=[CH:15][C:10]=2[CH3:9])=[CH:18][CH:19]=1)[C:2]1[CH:7]=[CH:6][CH:5]=[CH:4][CH:3]=1. Procedure details: Prepared in a similar manner to example 13 using benzyl bromide and 6-(2,4-dimethylphenyl)pyridazine-3(2H)-thione (Example 13a). Yield 53.5 mg (38%). 1H NMR (300 MHz, dMSO): δ 2.29 (s, 3H), 2.34 (s, 3H), 4.60 (s, 2H), 7.16-7.17 (m, 2H), 7.30-7.34 (m, 4H), 7.47-7.49 (d, 2H), 7.64-7.72 (m, 2H); MS (M+H, 307). The reactants are ClC1=NC=NC2=CC(=C(C=C12)OC)OCCN1CCCC1 (4-chloro-6-methoxy-7-(2-(pyrrolidin-1-yl)ethoxy)quinazoline), N1C(CC2=CC=CC=C12)=O (oxindole), [H-].[Na+] (sodium hydride). Solvent: CN(C)C=O (DMF), C1CCOC1 (THF), C1CCOC1 (THF). Conditions: time 30 minute. Product: Cl.COC=1C=C2C(=NC=NC2=CC1OCCN1CCCC1)C1C(NC2=CC=CC=C12)=O (6-methoxy-4-(oxindol-3-yl)-7-(2-(pyrrolidin-1-yl)ethoxy)quinazoline hydrochloride). Isolated yield 19.2%. As a reaction SMILES: [NH:1]1[C:9]2[C:4](=[CH:5][CH:6]=[CH:7][CH:8]=2)[CH2:3][C:2]1=[O:10].[H-].[Na+].[Cl:13][C:14]1[C:23]2[C:18](=[CH:19][C:20]([O:26][CH2:27][CH2:28][N:29]3[CH2:33][CH2:32][CH2:31][CH2:30]3)=[C:21]([O:24][CH3:25])[CH:22]=2)[N:17]=[CH:16][N:15]=1>C1COCC1.CN(C=O)C>[ClH:13].[CH3:25][O:24][C:21]1[CH:22]=[C:23]2[C:18](=[CH:19][C:20]=1[O:26][CH2:27][CH2:28][N:29]1[CH2:33][CH2:32][CH2:31][CH2:30]1)[N:17]=[CH:16][N:15]=[C:14]2[CH:3]1[C:4]2[C:9](=[CH:8][CH:7]=[CH:6][CH:5]=2)[NH:1][C:2]1=[O:10] |f:1.2,6.7|. Procedure details: A solution of oxindole (259 mg, 1.95 mmol) in THF (3 ml) was added dropwise to a suspension of sodium hydride (78 mg, 1.95 mmol, prewashed with hexane) in THF (3 ml). The mixture was stirred for 30 minutes at ambient temperature and a solution of 4-chloro-6-methoxy-7-(2-(pyrrolidin-1-yl)ethoxy)quinazoline (200 mg, 0.65 mmol) in DMF (3 ml) was added dropwise. The mixture was heated at 60° C. for 30 minutes, the THF was removed by evaporation and the residue was partitioned between methylene chlor... Starting materials: [H-].[Na+] (sodium hydride), C(#N)C1=C(NS(=O)(=O)C2=CC=C(C=C2)C)C=CC(=C1)[N+](=O)[O-] (2′-cyano-4′-nitro-p-toluenesulfonanilide), O (water), S(=O)(=O)(OCC)OCC (diethyl sulfate). Run in CN(C)C=O (DMF). Conditions: time 15 minute. The product is C(#N)C1=C(N(S(=O)(=O)C2=CC=C(C=C2)C)CC)C=CC(=C1)[N+](=O)[O-] (2′-Cyano-N-ethyl-4′-nitro-p-toluenesulfonanilide). Yield: 26.4%. As a reaction SMILES: [H-].[Na+].[C:3]([C:5]1[CH:21]=[C:20]([N+:22]([O-:24])=[O:23])[CH:19]=[CH:18][C:6]=1[NH:7][S:8]([C:11]1[CH:16]=[CH:15][C:14]([CH3:17])=[CH:13][CH:12]=1)(=[O:10])=[O:9])#[N:4].S(OCC)(O[CH2:29][CH3:30])(=O)=O.O>CN(C=O)C>[C:3]([C:5]1[CH:21]=[C:20]([N+:22]([O-:24])=[O:23])[CH:19]=[CH:18][C:6]=1[N:7]([CH2:29][CH3:30])[S:8]([C:11]1[CH:16]=[CH:15][C:14]([CH3:17])=[CH:13][CH:12]=1)(=[O:10])=[O:9])#[N:4] |f:0.1|. Procedure details: To a suspension of sodium hydride (60%, 0.12 g (3.00 mmol)) in 3.0 ml of DMF, 2′-cyano-4′-nitro-p-toluenesulfonanilide (0.80 g (2.52 mmol)) was added with′stirring at room temperature. To the resulting mixture, after 15 minutes' stirring at room temperature, diethyl sulfate (0.40 ml (3.05 mmol)) was added dropwise and the mixture was heated at 80° C. for 2 hours and at 100° C. for 2 hours with stirring. The reaction mixture was then cooled to room temperature, poured into water and extracted wit... Starting materials: CC(C)(C)C(=O)OOC(C)(C)C (tert-butyl perpivalate), N(=NC(C#N)(CC(C)C)C)C(C#N)(CC(C)C)C (azobis(2,4-dimethylvaleronitrile)), C(CCCCCCC)(=O)OOC(CCCCCCC)=O (dioctanoyl peroxide), C(CCCCCCCCCCC)(=O)OOC(CCCCCCCCCCC)=O (dilauroyl peroxide). Yields the product N(=NC(C#N)(CC(C)(OC)C)C)C(C#N)(CC(C)(C)OC)C (2,2'-azobis(4-methoxy-2,4-dimethylvaleronitrile)). RXN SMILES: CC([C:5](OOC(C)(C)C)=[O:6])(C)C.[C:13](OOC(=O)CCCCCCC)(=[O:21])CCCCCCC.C(OOC(=O)CCCCCCCCCCC)(=O)CCCCCCCCCCC.[N:61]([C:71]([CH3:78])([CH2:74][CH:75]([CH3:77])[CH3:76])[C:72]#[N:73])=[N:62][C:63]([CH3:70])([CH2:66][CH:67]([CH3:69])[CH3:68])[C:64]#[N:65]>>[N:61]([C:71]([CH3:78])([CH2:74][C:75]([O:21][CH3:13])([CH3:77])[CH3:76])[C:72]#[N:73])=[N:62][C:63]([CH3:70])([CH2:66][C:67]([CH3:68])([O:6][CH3:5])[CH3:69])[C:64]#[N:65]. Procedure details: tert-butyl perpivalate, dioctanoyl peroxide, dilauroyl peroxide, 2,2,-azobis(2,4-dimethylvaleronitrile)